From a dataset of the Open Reaction Database (ORD), a public repository of structured organic reaction records. describe an organic reaction: reactants, conditions, products, and yield Starting materials: CC(C)(C)S, CCN(C(C)C)C(C)C, N#Cc1cnc2ccc(I)cc2c1Cl, CN(C)C=O. Product: CC(C)(C)Sc1c(C#N)cnc2ccc(I)cc12. As a reaction SMILES: [CH3:24][C:25]([CH3:26])([CH3:27])[SH:28].[CH:15]([N:16]([CH2:17][CH3:18])[CH:19]([CH3:20])[CH3:21])([CH3:22])[CH3:23].[Cl:1][c:2]1[c:3]([C:13]#[N:14])[cH:4][n:5][c:6]2[cH:7][cH:8][c:9]([I:12])[cH:10][c:11]12.[O:29]=[CH:30][N:31]([CH3:32])[CH3:33]>>[c:2]1([S:28][C:25]([CH3:24])([CH3:26])[CH3:27])[c:3]([C:13]#[N:14])[cH:4][n:5][c:6]2[cH:7][cH:8][c:9]([I:12])[cH:10][c:11]12. Starting materials: CC=1C=C(C=CC1C(=O)OC)C1=CC=C(C=C1)[N+](=O)[O-] (methyl 3-methyl-4′-nitrobiphenyl-4-carboxylate), Cl (HCl). The reagents and catalysts are [Fe] (Iron). The solvent is C(C)O (ethanol). Product: NC1=CC=C(C=C1)C1=CC(=C(C=C1)C(=O)OC)C (methyl 4′-amino-3-methylbiphenyl-4-carboxylate). Yield: 73.7%. As a reaction SMILES: [CH3:1][C:2]1[CH:3]=[C:4]([C:12]2[CH:17]=[CH:16][C:15]([N+:18]([O-])=O)=[CH:14][CH:13]=2)[CH:5]=[CH:6][C:7]=1[C:8]([O:10][CH3:11])=[O:9].Cl>C(O)C.[Fe]>[NH2:18][C:15]1[CH:14]=[CH:13][C:12]([C:4]2[CH:5]=[CH:6][C:7]([C:8]([O:10][CH3:11])=[O:9])=[C:2]([CH3:1])[CH:3]=2)=[CH:17][CH:16]=1. Procedure details: Iron powder (1.04 g, 18.6 mmol) was added to a solution of methyl 3-methyl-4′-nitrobiphenyl-4-carboxylate (0.63 g, 1.9 mmol) in ethanol (20 mL). Concentrated HCl (0.93 mL, 1.9 mmol) was added, and the mixture was heated at reflux for 3 h. Upon cooling to rt, the mixture was filtered through a pad of Celite®, and the filtrate was concentrated in vacuo. The material was purified by column chromatography (33% EtOAc in hexanes), yielding 0.338 g (75%) of the title compound. LC/MS m/z 242.3 (MH+); re...